From a dataset of the Open Reaction Database (ORD), a public repository of structured organic reaction records. describe an organic reaction: reactants, conditions, products, and yield The reactants are O=C([O-])[O-], CN(C)C=O, BrC1CCCC1, [K+], [K+], COC(=O)c1ccc([N+](=O)[O-])c(O)c1. Product: COC(=O)c1ccc([N+](=O)[O-])c(OC2CCCC2)c1. As a reaction SMILES: [C:7](=[O:8])([O-:9])[O-:10].[CH3:27][N:28]([CH3:29])[CH:30]=[O:31].[CH:1]1([Br:6])[CH2:2][CH2:3][CH2:4][CH2:5]1.[K+:11].[K+:12].[OH:13][c:14]1[cH:15][c:16]([C:17](=[O:18])[O:19][CH3:20])[cH:21][cH:22][c:23]1[N+:24](=[O:25])[O-:26]>>[CH:1]1([O:13][c:14]2[cH:15][c:16]([C:17](=[O:18])[O:19][CH3:20])[cH:21][cH:22][c:23]2[N+:24](=[O:25])[O-:26])[CH2:2][CH2:3][CH2:4][CH2:5]1. The reactants are OC1=CC=C(C(=O)C2=CC=C(C#N)C=C2)C=C1 (4-(4-Hydroxybenzoyl)benzonitrile), C=1(C(=CC=CC1)C)C (xylene), ClC1=CC=NC2=CC(=C(C=C12)OC)OC (4-Chloro-6,7-dimethoxyquinoline). Reagents/catalysts: CN(C1=CC=NC=C1)C (4-dimethylaminopyridine). Solvent: CCCCCC.C(C)(=O)OCC (hexane ethyl acetate). Conditions: time 1 hour. Product: COC=1C=C2C(=CC=NC2=CC1OC)OC1=CC=C(C(=O)C2=CC=C(C#N)C=C2)C=C1 (4-{4-[(6,7-Dimethoxy-4-quinolyl)oxy]benzoyl}benzonitrile). Yield: 47.1%. As a reaction SMILES: [OH:1][C:2]1[CH:17]=[CH:16][C:5]([C:6]([C:8]2[CH:15]=[CH:14][C:11]([C:12]#[N:13])=[CH:10][CH:9]=2)=[O:7])=[CH:4][CH:3]=1.C1(C)C(C)=CC=CC=1.Cl[C:27]1[C:36]2[C:31](=[CH:32][C:33]([O:39][CH3:40])=[C:34]([O:37][CH3:38])[CH:35]=2)[N:30]=[CH:29][CH:28]=1>CN(C)C1C=CN=CC=1.CCCCCC.C(OCC)(=O)C>[CH3:38][O:37][C:34]1[CH:35]=[C:36]2[C:31](=[CH:32][C:33]=1[O:39][CH3:40])[N:30]=[CH:29][CH:28]=[C:27]2[O:1][C:2]1[CH:17]=[CH:16][C:5]([C:6]([C:8]2[CH:15]=[CH:14][C:11]([C:12]#[N:13])=[CH:10][CH:9]=2)=[O:7])=[CH:4][CH:3]=1 |f:4.5|. Reported procedure: Under argon, 4-(4-hydroxybenzoyl)benzonitrile (230 mg) obtained in Example 123 and 4-dimethylaminopyridine (138 mg) were added to xylene (5 ml), and the admixture was stirred at room temperature for 1 hour. 4-Chloro-6,7-dimethoxyquinoline (230 mg) was added, and the admixture was refluxed with heat for 20 hours. The reaction mixture was partitioned between saturated aqueous sodium hydrogen carbonate and chloroform, and the chloroform layer was then dried with anhydrous magnesium sulfate. After r... Reactants: [OH-].[K+] (Potassium hydroxide), O (H2O), OC1=CC=CC=2C(C(OC21)(C)C)N2CCCCC2 (7-Hydroxy-3-piperidino-2,2-dimethylbenzofuran), BrCCCBr (1,3-dibromopropane). Reagents/catalysts: [Cl-].C(CCC)[N+](CCCC)(CCCC)CCCC (tetrabutyl ammonium chloride). The solvent is CCOCC (ether), C(C)OCC (diethyl ether). Conditions: time 20 hour. Yields the product BrCCCOC1=CC=CC=2C(C(OC21)(C)C)N2CCCCC2 (7-(3-Bromopropoxy)-3-piperidino-2,2-dimethylbenzofuran). Reaction SMILES: [OH-].[K+].O.[OH:4][C:5]1[C:13]2[O:12][C:11]([CH3:15])([CH3:14])[CH:10]([N:16]3[CH2:21][CH2:20][CH2:19][CH2:18][CH2:17]3)[C:9]=2[CH:8]=[CH:7][CH:6]=1.[Br:22][CH2:23][CH2:24][CH2:25]Br>[Cl-].C([N+](CCCC)(CCCC)CCCC)CCC.C(OCC)C>[Br:22][CH2:23][CH2:24][CH2:25][O:4][C:5]1[C:13]2[O:12][C:11]([CH3:14])([CH3:15])[CH:10]([N:16]3[CH2:21][CH2:20][CH2:19][CH2:18][CH2:17]3)[C:9]=2[CH:8]=[CH:7][CH:6]=1 |f:0.1,5.6|. Procedure details: Potassium hydroxide (1.47 g), tetrabutyl ammonium chloride (0.77 g) and H2O (1 ml) are added to a solution of the product obtained in Step 6. (6.6 g) in 1,3-dibromopropane (27 ml). The reaction mixture is stirred for 20 hours and diluted with diethyl ether and washed with 5% aq. HCl. The acidic solution is washed with ether and basified, affording an oil which is taken up in ether, washed with sat'd NaCl, dried, filtered and evaporated in vacuo affording the desired product as an oil.